Dataset: the Open Reaction Database (ORD), a public repository of structured organic reaction records. Task: describe an organic reaction: reactants, conditions, products, and yield Starting materials: C(C)(=O)OC(CNC(=O)C1=C(C(=C(C(=C1I)N1C(C(CC1)Br)=O)I)C(=O)NCC(COC(C)=O)OC(C)=O)I)COC(C)=O (N,N'-Bis-[2,3-diacetyloxypropyl]-5-[3-bromo-2-oxo-1-pyrrolidinyl]-2,4,6-triiodo-1,3-benzenedicarboxamide). Reagents/catalysts: C(C)(=O)[O-].[Ag+] (silver acetate). The solvent is C(C)(=O)O (acetic acid). Yields the product C(C)(=O)OC(CNC(=O)C1=C(C(=C(C(=C1I)N1C(C(CC1)OC(C)=O)=O)I)C(=O)NCC(COC(C)=O)OC(C)=O)I)COC(C)=O (N,N'-bis-[2,3-diacetyloxypropyl]-5-[3-acetyloxy-2-oxo-1-pyrrolidinyl]-2,4,6-triiodo-1,3-benzenedicarboxamide). Yield: 141.4%. RXN SMILES: [C:1]([O:4][CH:5]([CH2:40][O:41][C:42](=[O:44])[CH3:43])[CH2:6][NH:7][C:8]([C:10]1[C:15]([I:16])=[C:14]([N:17]2[CH2:21][CH2:20][CH:19](Br)[C:18]2=[O:23])[C:13]([I:24])=[C:12]([C:25]([NH:27][CH2:28][CH:29]([O:35][C:36](=[O:38])[CH3:37])[CH2:30][O:31][C:32](=[O:34])[CH3:33])=[O:26])[C:11]=1[I:39])=[O:9])(=[O:3])[CH3:2]>C(O)(=O)C.C([O-])(=O)C.[Ag+]>[C:1]([O:4][CH:5]([CH2:40][O:41][C:42](=[O:44])[CH3:43])[CH2:6][NH:7][C:8]([C:10]1[C:15]([I:16])=[C:14]([N:17]2[CH2:21][CH2:20][CH:19]([O:4][C:1](=[O:3])[CH3:2])[C:18]2=[O:23])[C:13]([I:24])=[C:12]([C:25]([NH:27][CH2:28][CH:29]([O:35][C:36](=[O:38])[CH3:37])[CH2:30][O:31][C:32](=[O:34])[CH3:33])=[O:26])[C:11]=1[I:39])=[O:9])(=[O:3])[CH3:2] |f:2.3|. Reported procedure: N,N'-Bis-[2,3-diacetyloxypropyl]-5-[3-bromo-2-oxo-1-pyrrolidinyl]-2,4,6-triiodo-1,3-benzenedicarboxamide of example 5a, (6.43 g, 6.30 mmol) was dissolved in glacial acetic acid (63 ml) and then treated with silver acetate (4.21 g, 25.21 mmol) at reflux under nitrogen for 26 hours. The reaction mixture was cooled to room temperature and the solids filtered off. The solvent was evaporated in vacuo and the residue was partitioned between ethyl acetate and brine. The organic layer was dried and remo... Reactants: [Al+3], [H-], [H-], [H-], [H-], [Li+], CC(Nc1cncc(-n2cnc3cc(NC(=O)c4cccnc4)ccc32)n1)c1ccccc1. The product is CC(Nc1cncc(-n2cnc3cc(NCc4cccnc4)ccc32)n1)c1ccccc1. RXN SMILES: [Al+3:35].[H-:34].[H-:37].[H-:38].[H-:39].[Li+:36].[c:1]1([CH:7]([CH3:8])[NH:9][c:10]2[cH:11][n:12][cH:13][c:14](-[n:16]3[cH:17][n:18][c:19]4[c:20]3[cH:21][cH:22][c:23]([NH:25][C:26]([c:27]3[cH:28][n:29][cH:30][cH:31][cH:32]3)=[O:33])[cH:24]4)[n:15]2)[cH:2][cH:3][cH:4][cH:5][cH:6]1>>[c:1]1([CH:7]([CH3:8])[NH:9][c:10]2[cH:11][n:12][cH:13][c:14](-[n:16]3[cH:17][n:18][c:19]4[c:20]3[cH:21][cH:22][c:23]([NH:25][CH2:26][c:27]3[cH:28][n:29][cH:30][cH:31][cH:32]3)[cH:24]4)[n:15]2)[cH:2][cH:3][cH:4][cH:5][cH:6]1. The reactants are ClC1=C(C=C(C=C1)S(=O)(=O)NC=1C(=NC=C(C1)Cl)C(=O)NN)C(F)(F)F (4-chloro-N-(2-(hydrazinecarbonyl)-5-chloropyridin-3-yl)-3-(trifluoromethyl)benzenesulfonamide), [H-].[H-].[H-].[H-].[Li+].[Al+3] (LAH), NC1=NNC=C1CO (3-amino-4-hydroxymethylpyrazole), NC1=NNC=C1C(=O)OCC (ethyl 3-amino-1H-pyrazole-4-carboxylate). Solvent: C1CCOC1 (THF). Product: ClC1=C(C=C(C=C1)S(=O)(=O)NC=1C(=NC=C(C1)Cl)C1=NN=CN1C1=NNC=C1C)C(F)(F)F (4-Chloro-N-[5-chloro-2-(4-(4-methyl-1H-pyrazol-3-yl)-4H-1,2,4-triazol-3-yl) pyridin-3-yl]-3-(trifluoromethyl)benzenesulfonamide). RXN SMILES: [Cl:1][C:2]1[CH:7]=[CH:6][C:5]([S:8]([NH:11][C:12]2[C:13]([C:19]([NH:21][NH2:22])=O)=[N:14][CH:15]=[C:16]([Cl:18])[CH:17]=2)(=[O:10])=[O:9])=[CH:4][C:3]=1[C:23]([F:26])([F:25])[F:24].[NH2:27][C:28]1[C:32]([CH2:33]O)=[CH:31][NH:30][N:29]=1.N[C:36]1C(C(OCC)=O)=CNN=1.[H-].[H-].[H-].[H-].[Li+].[Al+3]>C1COCC1>[Cl:1][C:2]1[CH:7]=[CH:6][C:5]([S:8]([NH:11][C:12]2[C:13]([C:19]3[N:27]([C:28]4[C:32]([CH3:33])=[CH:31][NH:30][N:29]=4)[CH:36]=[N:22][N:21]=3)=[N:14][CH:15]=[C:16]([Cl:18])[CH:17]=2)(=[O:10])=[O:9])=[CH:4][C:3]=1[C:23]([F:26])([F:25])[F:24] |f:3.4.5.6.7.8|. Procedure: The titled compound was prepared according to general Method B using 4-chloro-N-(2-(hydrazinecarbonyl)-5-chloropyridin-3-yl)-3-(trifluoromethyl)benzenesulfonamide and 3-amino-4-hydroxymethylpyrazole ((MS, 409 [M+H]+, which was generated in situ by reduction of ethyl 3-amino-1H-pyrazole-4-carboxylate using LAH in THF): 1H NMR (400 MHz, CDCl3) δ 8.28 (s, 1H), 8.16 (d, 1H), 8.13 (d, 1H), 7.97 (d, 1H), 7.94 (dd, 1H), 7.56 (d, 1H), 7.42 (d. 1H), 1.65 (s, 3H). MS (ES) [M+H]+ expected 518.0. found 518.... Reactants: COC1=C(C(=O)O)C=CC(=C1)S(=O)(=O)Cl (2-methoxy-4-chlorosulfonyl benzoic acid), NC1=NC=NC=C1N (4,5-diamino-pyrimidine). Product: Cl.COC1=C(C=CC(=C1)S(=O)(=O)Cl)C1=NC=C2NC=NC2=N1 (2-(2'-Methoxy-4'-chlorosulfonyl-phenyl)-purine hydrochloride). Reaction SMILES: [CH3:1][O:2][C:3]1[CH:11]=[C:10]([S:12]([Cl:15])(=[O:14])=[O:13])[CH:9]=[CH:8][C:4]=1[C:5](O)=O.[NH2:16][C:17]1[C:22]([NH2:23])=[CH:21][N:20]=[CH:19][N:18]=1>>[ClH:15].[CH3:1][O:2][C:3]1[CH:11]=[C:10]([S:12]([Cl:15])(=[O:14])=[O:13])[CH:9]=[CH:8][C:4]=1[C:5]1[N:16]=[C:17]2[C:22]([NH:23][CH:19]=[N:18]2)=[CH:21][N:20]=1 |f:2.3|. Reported procedure: Prepared analogously to Example C from 2.5 gm of 2-methoxy-4-chlorosulfonyl benzoic acid and 2.4 gm of 4,5-diamino-pyrimidine (crystalline product obtained from dihydorchloride and 1 mol of common salt) by refluxing for eight hours. The solid crude product was processed further without any purification. The reactants are Brc1ccc(Cc2cc3ccccc3[nH]2)cc1, Cl, [H-], CCCCI, [Na+], CN(C)C=O. Yields the product CCCCn1c(Cc2ccc(Br)cc2)cc2ccccc21. As a reaction SMILES: [Br:3][c:4]1[cH:5][cH:6][c:7]([CH2:10][c:11]2[nH:12][c:13]3[cH:14][cH:15][cH:16][cH:17][c:18]3[cH:19]2)[cH:8][cH:9]1.[ClH:25].[H-:1].[I:20][CH2:21][CH2:22][CH2:23][CH3:24].[Na+:2].[O:26]=[CH:27][N:28]([CH3:29])[CH3:30]>>[Br:3][c:4]1[cH:5][cH:6][c:7]([CH2:10][c:11]2[n:12]([CH2:21][CH2:22][CH2:23][CH3:24])[c:13]3[cH:14][cH:15][cH:16][cH:17][c:18]3[cH:19]2)[cH:8][cH:9]1. The product is CC12CC(F)C3c4ccc(O)cc4CC(CCCCCN4CCCC4CSc4ccc(C(F)(F)F)cc4)C3C1CCC2O. Reactants: [BH4-], CCO, CC12CC(F)C3c4ccc(O)cc4CC(CCCCCN4CCCC4CSc4ccc(C(F)(F)F)cc4)C3C1CCC2=O, [Na+], C1CCOC1, O. Reaction SMILES: [BH4-:44].[CH3:51][CH2:52][OH:53].[F:1][CH:2]1[CH:3]2[c:4]3[cH:5][cH:6][c:7]([OH:43])[cH:8][c:9]3[CH2:10][CH:11]([CH2:21][CH2:22][CH2:23][CH2:24][CH2:25][N:26]3[CH:27]([CH2:31][S:32][c:33]4[cH:34][cH:35][c:36]([C:39]([F:40])([F:41])[F:42])[cH:37][cH:38]4)[CH2:28][CH2:29][CH2:30]3)[CH:12]2[CH:13]2[CH2:14][CH2:15][C:16](=[O:20])[C:17]2([CH3:18])[CH2:19]1.[Na+:45].[O:46]1[CH2:47][CH2:48][CH2:49][CH2:50]1.[OH2:54]>>[F:1][CH:2]1[CH:3]2[c:4]3[cH:5][cH:6][c:7]([OH:43])[cH:8][c:9]3[CH2:10][CH:11]([CH2:21][CH2:22][CH2:23][CH2:24][CH2:25][N:26]3[CH:27]([CH2:31][S:32][c:33]4[cH:34][cH:35][c:36]([C:39]([F:40])([F:41])[F:42])[cH:37][cH:38]4)[CH2:28][CH2:29][CH2:30]3)[CH:12]2[CH:13]2[CH2:14][CH2:15][CH:16]([OH:20])[C:17]2([CH3:18])[CH2:19]1. Starting materials: NC1=C2C(C(=CN(C2=C(C(=C1F)F)F)C1CC1)C(=O)O)=O (5-amino -1-cyclopropyl-6,7,8-trifluoro-1,4-dihydro-4-oxoquinoline -3-carboxylic acid), Cl.N1(N=CN=C1)C1CNCC1 (3-(1,2,4-triazol-1-yl)pyrrolidine hydrochloride), C1CCC2=NCCCN2CC1 (DBU). The solvent is N1=CC=CC=C1 (pyridine). Reaction conditions: temperature 95 celsius. Yields the product NC1=C2C(C(=CN(C2=C(C(=C1F)N1CC(CC1)N1N=CN=C1)F)C1CC1)C(=O)O)=O (5-Amino-1-cyclopropyl-6,8-difluoro-7-[ 3-(1,2,4-triazol-1-yl)pyrrolidin-1-yl]-1,4-dihydro-4-oxoquinoline-3-carboxylic acid). The yield is 60.0%. Reaction SMILES: [NH2:1][C:2]1[C:11]([F:12])=[C:10](F)[C:9]([F:14])=[C:8]2[C:3]=1[C:4](=[O:21])[C:5]([C:18]([OH:20])=[O:19])=[CH:6][N:7]2[CH:15]1[CH2:17][CH2:16]1.Cl.[N:23]1([CH:28]2[CH2:32][CH2:31][NH:30][CH2:29]2)[CH:27]=[N:26][CH:25]=[N:24]1.C1CCN2C(=NCCC2)CC1>N1C=CC=CC=1>[NH2:1][C:2]1[C:11]([F:12])=[C:10]([N:30]2[CH2:31][CH2:32][CH:28]([N:23]3[CH:27]=[N:26][CH:25]=[N:24]3)[CH2:29]2)[C:9]([F:14])=[C:8]2[C:3]=1[C:4](=[O:21])[C:5]([C:18]([OH:20])=[O:19])=[CH:6][N:7]2[CH:15]1[CH2:16][CH2:17]1 |f:1.2|. Procedure: To a suspension of 60 mg (0.2 mmol) of 5-amino -1-cyclopropyl-6,7,8-trifluoro-1,4-dihydro-4-oxoquinoline -3-carboxylic acid and 80 mg of 3-(1,2,4-triazol-1-yl)pyrrolidine hydrochloride in 3 ml of dry pyridine under nitrogen was added 140 mg (0.9 mmol) of DBU, and the suspension was heated at 95° C. for 22 h. The resulting orange solution was then evaporated to dryness, water was added to the residue, and the orange solid was collected and washed with methanol to give 50 mg (60%) of yellowish sol...